The task is: describe an organic reaction: reactants, conditions, products, and yield. This data is from the Open Reaction Database (ORD), a public repository of structured organic reaction records. The reactants are Cl (hydrochloric acid), C(C)(C)(C)N (Tert-butylamine), BrCC(=O)C1=CC=C(C=C1)OC1=CC=CC=C1 (2-bromo-4′-phenoxyacetophenone). Run in CC(C)O (propan-2-ol). Reaction conditions: temperature 80 celsius, time 18 hour. Yields the product Cl.O(C1=CC=CC=C1)C1=CC=C(C=C1)C(CNC(C)(C)C)=O (4′-phenoxy-2-(tert-butylamino)acetophenone hydrochloride), Cl.C(C)(=O)C1=CC=CC=C1 (acetophenone hydrochloride). RXN SMILES: [C:1]([NH2:5])([CH3:4])([CH3:3])[CH3:2].Br[CH2:7][C:8]([C:10]1[CH:15]=[CH:14][C:13]([O:16][C:17]2[CH:22]=[CH:21][CH:20]=[CH:19][CH:18]=2)=[CH:12][CH:11]=1)=[O:9].[ClH:23]>CC(O)C>[ClH:23].[O:16]([C:13]1[CH:12]=[CH:11][C:10]([C:8](=[O:9])[CH2:7][NH:5][C:1]([CH3:4])([CH3:3])[CH3:2])=[CH:15][CH:14]=1)[C:17]1[CH:22]=[CH:21][CH:20]=[CH:19][CH:18]=1.[ClH:23].[C:8]([C:10]1[CH:15]=[CH:14][CH:13]=[CH:12][CH:11]=1)(=[O:9])[CH3:7] |f:4.5,6.7|. Procedure details: Tert-butylamine (15 ml) was added with stirring to a solution of 2-bromo-4′-phenoxyacetophenone (12.7 g, prepared by bromination of 4′-phenoxyacetophenone according to Tetrahedron Letters, 1993, 34, 3177) in propan-2-ol and the mixture heated at 80° C. for 3 hours. The mixture was cooled to 0° C. and concentrated hydrochloric acid (10 ml) added. The suspension was stirred at ambient temperature for 18 hours and the solid collected by filtration to give 4′-phenoxy-2-(tert-butylamino)acetophenone ... Yields the product FC(F)(F)C(F)(F)C(F)(F)C(F)(F)C(F)(F)C(F)(F)Sc1ccccc1. Reaction SMILES: [CH3:41][N:42]([CH3:43])[CH:44]=[O:45].[F:1][C:2]([C:3]([C:4]([C:5]([C:6]([C:7]([F:8])([F:9])[F:10])([F:11])[F:12])([F:13])[F:14])([F:15])[F:16])([F:17])[F:18])([F:19])[I:20].[Na+:26].[OH2:46].[OH:21][CH2:22][S:23]([O-:24])=[O:25].[c:27]1([S:33][S:34][c:35]2[cH:36][cH:37][cH:38][cH:39][cH:40]2)[cH:28][cH:29][cH:30][cH:31][cH:32]1>>[F:1][C:2]([C:3]([C:4]([C:5]([C:6]([C:7]([F:8])([F:9])[F:10])([F:11])[F:12])([F:13])[F:14])([F:15])[F:16])([F:17])[F:18])([F:19])[S:33][c:27]1[cH:28][cH:29][cH:30][cH:31][cH:32]1. Starting materials: CN(C)C=O, FC(F)(F)C(F)(F)C(F)(F)C(F)(F)C(F)(F)C(F)(F)I, [Na+], O, O=S([O-])CO, c1ccc(SSc2ccccc2)cc1. Starting materials: N1CCCC1 (pyrrolidine), N1C(CC2=CC=CC=C12)=O (oxindole), N1CCCC1 (pyrrolidine), N1N=CC2=CC=C(C=C12)C(C)=O (1-(1H-indazol-6-yl)ethanone). Solvent: C1(=CC=CC=C1)C (toluene). Conditions: temperature 50 celsius, time 72 hour. The product is N1N=CC2=CC=C(C=C12)\C(\C)=C/1\C(NC2=CC=CC=C12)=O ((E)-3-(1-(1H-indazol-6-yl)ethylidene)indolin-2-one). Yield: 15.1%. As a reaction SMILES: [NH:1]1[C:9]2[C:4](=[CH:5][CH:6]=[CH:7][CH:8]=2)[CH2:3][C:2]1=[O:10].N1CCCC1.[NH:16]1[C:24]2[C:19](=[CH:20][CH:21]=[C:22]([C:25](=O)[CH3:26])[CH:23]=2)[CH:18]=[N:17]1>C1(C)C=CC=CC=1>[NH:16]1[C:24]2[C:19](=[CH:20][CH:21]=[C:22](/[C:25](=[C:3]3/[C:2](=[O:10])[NH:1][C:9]4[C:4]/3=[CH:5][CH:6]=[CH:7][CH:8]=4)/[CH3:26])[CH:23]=2)[CH:18]=[N:17]1. Procedure: A solution of oxindole (16 mg, 0.12 mmol), pyrrolidine (10 μL, 0.12 mmol) and 1-(1H-indazol-6-yl)ethanone (20 mg, 0.12 mmol) in toluene was refluxed in a Dean-Stark trap for 2 h. The solution was then stirred at 50° C. for 72 h. Two equivalents of pyrrolidine were added and the solution was heated to reflux for 48 h. The solution was concentrated and the red residue was purified by preparatory HPLC to give the title compound as an orange solid (5 mg, 16%). 1H NMR (400 MHz, CDCl3) δ 8.13 (s, 1H),... The reactants are BrB(Br)Br, ClCCl, ClCCl, CCCCCCn1c(C)c(CC(N)=O)c2cc(OC)ccc21, CCOC(C)=O. Product: CCCCCCn1c(C)c(CC(N)=O)c2cc(O)ccc21. Reaction SMILES: [B:1]([Br:2])([Br:3])[Br:4].[CH2:30]([Cl:31])[Cl:32].[CH2:5]([Cl:6])[Cl:7].[CH2:8]([CH2:9][CH2:10][CH2:11][CH2:12][CH3:13])[n:14]1[c:15]([CH3:29])[c:16]([CH2:25][C:26](=[O:27])[NH2:28])[c:17]2[cH:18][c:19]([O:23][CH3:24])[cH:20][cH:21][c:22]12.[CH3:33][CH2:34][O:35][C:36](=[O:37])[CH3:38]>>[CH2:8]([CH2:9][CH2:10][CH2:11][CH2:12][CH3:13])[n:14]1[c:15]([CH3:29])[c:16]([CH2:25][C:26](=[O:27])[NH2:28])[c:17]2[cH:18][c:19]([OH:23])[cH:20][cH:21][c:22]12. Starting materials: N1=CC=CC2=CC=C3C=CC=NC3=C12 (1.10-phenanthroline), C(C1=CC=CC=C1)=CC(=O)C=CC1=CC=CC=C1 (dibenzylideneacetone), C([O-])([O-])=O.[Cs+].[Cs+] (cesium carbonate), N1C=NC=C1 (Imidazole), IC1=CC=C2C=CN(C2=C1)C (6-iodo-1-methyl-1H-indole). Run in C=1(C(=CC=CC1)C)C (xylene). Run at temperature 160 celsius, time 18 hour. The product is N1(C=NC=C1)C1=CC=C2C=CN(C2=C1)C (6-imidazol-1-yl-1-methyl-1H-indole). The yield is 49.7%. As a reaction SMILES: N1[C:14]2[C:5](=[CH:6][CH:7]=[C:8]3[C:13]=2[N:12]=[CH:11][CH:10]=[CH:9]3)C=CC=1.C(=CC(C=CC1C=CC=CC=1)=O)C1C=CC=CC=1.C(=O)([O-])[O-].[Cs+].[Cs+].[NH:39]1[CH:43]=[CH:42][N:41]=[CH:40]1.IC1C=C2C(C=CN2C)=CC=1>C1(C)C(C)=CC=CC=1>[N:39]1([C:5]2[CH:14]=[C:13]3[C:8]([CH:9]=[CH:10][N:12]3[CH3:11])=[CH:7][CH:6]=2)[CH:43]=[CH:42][N:41]=[CH:40]1 |f:2.3.4|. Procedure details: An oven-dried re-sealable Schlenk tube was flushed with argon and charged with copper(I) trifluoromethanesulfonate benzene complex (1.39 g, 2.76 mmol), 1.10-phenanthroline (5.69 g, 31.6 mmol), dibenzylideneacetone (740 mg, 3.16 mmol) and cesium carbonate (10 g, 30.7 mmol). Imidazole (3.23 g 44.8 mmol), 6-iodo-1-methyl-1H-indole (8.13 g, 31.6 mmol) and xylene (16 mL) were added and the tube was purged with argon. The tube was sealed and heated with stirring at 160° C. for 18 h. The mixture was co...